From a dataset of the Open Reaction Database (ORD), a public repository of structured organic reaction records. describe an organic reaction: reactants, conditions, products, and yield Run at time 1 hour. Reactants: BrC1=CC2=CC=CC=C2C=C1 (2-Bromonaphthalene), [Mg] (magnesium), Cl (hydrochloric acid), resultant solution, C(C)(=O)N1CCC(CC1)=O (1-acetyl-4-piperidone). Reaction SMILES: Br[C:2]1[CH:11]=[CH:10][C:9]2[C:4](=[CH:5][CH:6]=[CH:7][CH:8]=2)[CH:3]=1.[Mg].[C:13]([N:16]1[CH2:21][CH2:20][C:19](=[O:22])[CH2:18][CH2:17]1)(=[O:15])[CH3:14].Cl>O1CCCC1.C(OCC)C>[OH:22][C:19]1([C:2]2[CH:11]=[CH:10][C:9]3[C:4](=[CH:5][CH:6]=[CH:7][CH:8]=3)[CH:3]=2)[CH2:20][CH2:21][N:16]([C:13](=[O:15])[CH3:14])[CH2:17][CH2:18]1. Solvent: O1CCCC1 (tetrahydrofuran), O1CCCC1 (tetrahydrofuran), O1CCCC1 (tetrahydrofuran), C(C)OCC (diethyl ether). Procedure: 2-Bromonaphthalene (24.75 g, 0.12 mol) in tetrahydrofuran (180 ml) was slowly added to magnesium (2.9 g, 0.12 mol) in tetrahydrofuran (20 ml) and the mixture stirred at room temperature for one hour. The resultant solution was slowly added to 1-acetyl-4-piperidone (16.9 g, 0.12 mol) in tetrahydrofuran (200 ml) at -78° C., and then allowed to stir to room temperature. The white suspension formed was hydrolysed with hydrochloric acid (120 ml, 1M) and the organic layer removed and concentrated in v... Yield: 43.1%. Product: OC1(CCN(CC1)C(C)=O)C1=CC2=CC=CC=C2C=C1 (1-(4-hydroxy-4-naphthalen-2-yl-piperidin-1-yl)ethanone). Reactants: CCOC(=O)C12CC1CN(S(=O)(=O)c1ccc(C)cc1)C2c1ccccc1, CCO, [Na+], [OH-]. Yields the product Cc1ccc(S(=O)(=O)N2CC3CC3(C(=O)O)C2c2ccccc2)cc1. Reaction SMILES: [CH2:1]([CH3:2])[O:3][C:4](=[O:5])[C:6]12[CH:7]([c:22]3[cH:23][cH:24][cH:25][cH:26][cH:27]3)[N:8]([S:12](=[O:13])(=[O:14])[c:15]3[cH:16][cH:17][c:18]([CH3:21])[cH:19][cH:20]3)[CH2:9][CH:10]1[CH2:11]2.[CH3:30][CH2:31][OH:32].[Na+:29].[OH-:28]>>[O:3]=[C:4]([OH:5])[C:6]12[CH:7]([c:22]3[cH:23][cH:24][cH:25][cH:26][cH:27]3)[N:8]([S:12](=[O:13])(=[O:14])[c:15]3[cH:16][cH:17][c:18]([CH3:21])[cH:19][cH:20]3)[CH2:9][CH:10]1[CH2:11]2. Starting materials: [H-].[Na+] (sodium hydride), ClC1=C(C(=CC=C1C=1SC(=CC1)Cl)Cl)CC(=O)NC=1N=CSC1C(=O)OC (methyl 4-({[2,6-dichloro-3-(5-chloro-2-thienyl)phenyl]acetyl}amino)-1,3-thiazole-5-carboxylate), FC(S(=O)(=O)OCC(F)F)(F)F (2,2-difluoroethyl trifluoromethanesulfonate). The solvent is O1CCCC1 (tetrahydrofuran), C1CCOC1 (THF). Run at time 5 minute. The product is ClC1=C(C(=CC=C1C=1SC(=CC1)Cl)Cl)CC(=O)N(C=1N=CSC1C(=O)OC)CC(F)F (methyl 4-[{[2,6-dichloro-3-(5-chloro-2-thienyl)phenyl]acetyl}(2,2-difluoroethyl)amino]-1,3-thiazole-5-carboxylate). RXN SMILES: [Cl:1][C:2]1[C:7]([C:8]2[S:9][C:10]([Cl:13])=[CH:11][CH:12]=2)=[CH:6][CH:5]=[C:4]([Cl:14])[C:3]=1[CH2:15][C:16]([NH:18][C:19]1[N:20]=[CH:21][S:22][C:23]=1[C:24]([O:26][CH3:27])=[O:25])=[O:17].[H-].[Na+].FC(F)(F)S(O[CH2:36][CH:37]([F:39])[F:38])(=O)=O>O1CCCC1>[Cl:1][C:2]1[C:7]([C:8]2[S:9][C:10]([Cl:13])=[CH:11][CH:12]=2)=[CH:6][CH:5]=[C:4]([Cl:14])[C:3]=1[CH2:15][C:16]([N:18]([CH2:36][CH:37]([F:39])[F:38])[C:19]1[N:20]=[CH:21][S:22][C:23]=1[C:24]([O:26][CH3:27])=[O:25])=[O:17] |f:1.2|. Procedure details: Under an atmosphere of argon, 300 mg (0.65 mmol) of methyl 4-({[2,6-dichloro-3-(5-chloro-2-thienyl)phenyl]acetyl}amino)-1,3-thiazole-5-carboxylate were dissolved in 15 ml of tetrahydrofuran, and 23 mg (0.97 mmol) of sodium hydride were added at room temperature. The reaction mixture was stirred at RT for 5 min, and a solution of 167 mg (0.78 mmol) of 2,2-difluoroethyl trifluoromethanesulfonate in 6 ml of THF was then added over a period of 10 min. The mixture is then stirred at RT for 12 h. The ... The reactants are FC1=C(C=C(C(=O)OC)C=C1)S(=O)(=O)N1CCOCC1 (Methyl 4-fluoro-3-(morpholinosulfonyl)benzoate), NN (hydrazine). The solvent is CO (methanol). Run at temperature 65 celsius. Product: N(N)C1=C(C=C(C(=O)OC)C=C1)S(=O)(=O)N1CCOCC1 (Methyl 4-hydrazinyl-3-(morpholinosulfonyl)benzoate). The yield is 64.1%. As a reaction SMILES: F[C:2]1[CH:11]=[CH:10][C:5]([C:6]([O:8][CH3:9])=[O:7])=[CH:4][C:3]=1[S:12]([N:15]1[CH2:20][CH2:19][O:18][CH2:17][CH2:16]1)(=[O:14])=[O:13].[NH2:21][NH2:22]>CO>[NH:21]([C:2]1[CH:11]=[CH:10][C:5]([C:6]([O:8][CH3:9])=[O:7])=[CH:4][C:3]=1[S:12]([N:15]1[CH2:20][CH2:19][O:18][CH2:17][CH2:16]1)(=[O:14])=[O:13])[NH2:22]. Procedure details: Methyl 4-fluoro-3-(morpholinosulfonyl)benzoate (30 mg, 0.099 mmol) was added to hydrazine (4.44 mg, 0.138 mmol) in methanol (8 mL) and refluxed for 5 h at 65° C. The reaction was monitored by TLC. Upon completion of the reaction and cooling, the solvent was removed by vacuum, and the compound was purified by column chromatography affording the title compound (20 mg). 1H NMR (400 MHz, CD3OD): δ 8.15 (d, 1H, J=2.0 Hz), 8.03 (dd, 1H, J=2.4 & 9.2 Hz), 7.48 (d, 1H, J=9.2 Hz), 3.86 (s, 3H), 3.67 (m, 4... RXN SMILES: [Cl:1][c:2]1[cH:3][c:4]([CH2:5][O:6][c:7]2[cH:8][cH:9][c:10]([CH2:13][OH:14])[n:11][cH:12]2)[cH:15][cH:16][cH:17]1.[K+:23].[Mn:18](=[O:19])([O-:20])(=[O:21])=[O:22].[OH2:24]>>[Cl:1][c:2]1[cH:3][c:4]([CH2:5][O:6][c:7]2[cH:8][cH:9][c:10]([C:13](=[O:14])[OH:19])[n:11][cH:12]2)[cH:15][cH:16][cH:17]1. Starting materials: OCc1ccc(OCc2cccc(Cl)c2)cn1, [K+], O=[Mn](=O)(=O)[O-], O. The product is O=C(O)c1ccc(OCc2cccc(Cl)c2)cn1. Reactants: NC1=NC(=C(C(=C1C#N)SC)C#N)SCC=1N=C(SC1)C1=CC=C(C=C1)Cl (2-Amino-6-({[2-(4-chlorophenyl)-1,3-thiazol-4-yl]methyl}thio)-4-(methylthio)pyridine-3,5-dicarbonitrile), N1CCCCC1 (piperidine), [Cl-].[NH4+] (ammonium chloride), C(C)(=O)OCC (ethyl acetate). The solvent is CC(=O)C (acetone). The product is NC1=NC(=C(C(=C1C#N)N1CCCCC1)C#N)SCC=1N=C(SC1)C1=CC=C(C=C1)Cl (2-Amino-6-({[2-(4-chlorophenyl)-1,3-thiazol-4-yl]methyl}sulfanyl)-4-piperidin-1-ylpyridine-3,5-dicarbonitrile). Reaction SMILES: [NH2:1][C:2]1[C:7]([C:8]#[N:9])=[C:6](SC)[C:5]([C:12]#[N:13])=[C:4]([S:14][CH2:15][C:16]2[N:17]=[C:18]([C:21]3[CH:26]=[CH:25][C:24]([Cl:27])=[CH:23][CH:22]=3)[S:19][CH:20]=2)[N:3]=1.[NH:28]1[CH2:33][CH2:32][CH2:31][CH2:30][CH2:29]1.[Cl-].[NH4+].C(OCC)(=O)C>CC(C)=O>[NH2:1][C:2]1[C:7]([C:8]#[N:9])=[C:6]([N:28]2[CH2:33][CH2:32][CH2:31][CH2:30][CH2:29]2)[C:5]([C:12]#[N:13])=[C:4]([S:14][CH2:15][C:16]2[N:17]=[C:18]([C:21]3[CH:22]=[CH:23][C:24]([Cl:27])=[CH:25][CH:26]=3)[S:19][CH:20]=2)[N:3]=1 |f:2.3|. Procedure details: 5.00 g (11.63 mmol) of the compound from Example 44A and 57.50 ml (581.43 mmol) of piperidine were initially charged in 120 ml of acetone and heated at reflux for 8 h. After cooling, the mixture was poured into a solvent mixture of 50 ml of saturated aqueous ammonium chloride solution and 50 ml of ethyl acetate. The phases were separated. The organic phase was washed twice with in each case 20 ml of saturated aqueous sodium chloride solution and then dried over magnesium sulfate. After removal o... Reactants: BrC=1C=CC(=C(C=O)C1)[N+](=O)[O-] (5-bromo-2-nitrobenzaldehyde), NC1=C(C=C(C(=O)OCC)C=C1)F (ethyl 4-amino-3-fluorobenzoate). The solvent is C(C)O (ethanol). The product is BrC=1C=CC(=C(\C=N\C2=C(C=C(C(=O)OCC)C=C2)F)C1)[N+](=O)[O-] ((E)-ethyl 4-(5-bromo-2-nitrobenzylideneamino)-3-fluorobenzoate). Reaction SMILES: [Br:1][C:2]1[CH:3]=[CH:4][C:5]([N+:10]([O-:12])=[O:11])=[C:6]([CH:9]=1)[CH:7]=O.[NH2:13][C:14]1[CH:24]=[CH:23][C:17]([C:18]([O:20][CH2:21][CH3:22])=[O:19])=[CH:16][C:15]=1[F:25]>C(O)C>[Br:1][C:2]1[CH:3]=[CH:4][C:5]([N+:10]([O-:12])=[O:11])=[C:6]([CH:9]=1)/[CH:7]=[N:13]/[C:14]1[CH:24]=[CH:23][C:17]([C:18]([O:20][CH2:21][CH3:22])=[O:19])=[CH:16][C:15]=1[F:25]. Procedure details: A mixture of 5-bromo-2-nitrobenzaldehyde (2.79 g, 12.13 mmol) and ethyl 4-amino-3-fluorobenzoate (2.22 g, 12.12 mmol) in ethanol (60 mL) was stirred at reflux for 2 h. After the solvent was removed under reduced pressure, the reaction mixture was purified by silica gel column chromatography to give (E)-ethyl 4-(5-bromo-2-nitrobenzylideneamino)-3-fluorobenzoate as pale yellow solid: 1H NMR (400 MHz, CDCl3) δ 9.01 (s, 1H), 8.47 (d, J=2.0 Hz, 1H), 8.02 (d, J=8.6 Hz, 1H), 7.91 (dd, J=1.6, 2.3, 9.0 H...